Dataset: the Open Reaction Database (ORD), a public repository of structured organic reaction records. Task: describe an organic reaction: reactants, conditions, products, and yield Starting materials: NCCNCC1=NC=C(C(=N1)C1=C(C=C(C=C1)Cl)Cl)C=1NC=CN1 ((2-aminoethyl)[4-(2,4-dichlorophenyl)-5-imidazol-2-ylpyrimidin-2-yl]methylamine), ClC1=NC=C(C=C1)[N+](=O)[O-] (2-chloro-5-nitro-pyridine). Product: ClC1=C(C=CC(=C1)Cl)C1=NC(=NC=C1C=1NC=CN1)N(CCNC1=NC=C(C=C1)[N+](=O)[O-])C ([4-(2,4-dichlorophenyl)-5-imidazol-2-ylpyrimidin-2-yl]-methyl{2-[(5-nitro(2-pyridyl))amino]ethyl}amine). As a reaction SMILES: NCCNC[C:6]1[N:11]=[C:10]([C:12]2[CH:17]=[CH:16][C:15]([Cl:18])=[CH:14][C:13]=2[Cl:19])[C:9]([C:20]2[NH:21][CH:22]=[CH:23][N:24]=2)=[CH:8][N:7]=1.Cl[C:26]1[CH:31]=[CH:30][C:29]([N+:32]([O-:34])=[O:33])=[CH:28][N:27]=1>>[Cl:19][C:13]1[CH:14]=[C:15]([Cl:18])[CH:16]=[CH:17][C:12]=1[C:10]1[C:9]([C:20]2[NH:24][CH:23]=[CH:22][N:21]=2)=[CH:8][N:7]=[C:6]([N:21]([CH3:20])[CH2:22][CH2:23][NH:24][C:26]2[CH:31]=[CH:30][C:29]([N+:32]([O-:34])=[O:33])=[CH:28][N:27]=2)[N:11]=1. Procedure details: Using the procedure described above in Example 139, reaction of (2-aminoethyl)[4-(2,4-dichlorophenyl)-5-imidazol-2-ylpyrimidin-2-yl]methylamine and 2-chloro-5-nitro-pyridine were reacted to afford [4-(2,4-dichlorophenyl)-5-imidazol-2-ylpyrimidin-2-yl]-methyl{2-[(5-nitro(2-pyridyl))amino]ethyl}amine. Reactants: BrC=1C=CC2=C(OCCC3=C2SC(=C3)C3=NNC(N3CC)=O)C1 (3-(8-bromo-4,5-dihydrobenzo[b]thieno[2,3-d]oxepin-2-yl)-4-ethyl-1H-1,2,4-triazol-5(4H)-one), CC1(OB(OC1(C)C)C=1C=NNC1)C (4-(4,4,5,5-tetramethyl-1,3,2-dioxaborolan-2-yl)-1H-pyrazole). Product: N1N=CC(=C1)C=1C=CC2=C(OCCC3=C2SC(=C3)C3=NNC(N3CC)=O)C1 (3-(8-(1H-pyrazol-4-yl)-4,5-dihydrobenzo[b]thieno[2,3-d]oxepin-2-yl)-4-ethyl-1H-1,2,4-triazol-5(4H)-one). As a reaction SMILES: Br[C:2]1[CH:3]=[CH:4][C:5]2[C:11]3[S:12][C:13]([C:15]4[N:19]([CH2:20][CH3:21])[C:18](=[O:22])[NH:17][N:16]=4)=[CH:14][C:10]=3[CH2:9][CH2:8][O:7][C:6]=2[CH:23]=1.CC1(C)C(C)(C)OB([C:32]2[CH:33]=[N:34][NH:35][CH:36]=2)O1>>[NH:34]1[CH:33]=[C:32]([C:2]2[CH:3]=[CH:4][C:5]3[C:11]4[S:12][C:13]([C:15]5[N:19]([CH2:20][CH3:21])[C:18](=[O:22])[NH:17][N:16]=5)=[CH:14][C:10]=4[CH2:9][CH2:8][O:7][C:6]=3[CH:23]=2)[CH:36]=[N:35]1. Procedure: Following the procedure of Example 44, 3-(8-bromo-4,5-dihydrobenzo[b]thieno[2,3-d]oxepin-2-yl)-4-ethyl-1H-1,2,4-triazol-5(4H)-one and 4-(4,4,5,5-tetramethyl-1,3,2-dioxaborolan-2-yl)-1H-pyrazole were reacted to give 269. MS: (ESI+) 380.2